describe an organic reaction: reactants, conditions, products, and yield From a dataset of the Open Reaction Database (ORD), a public repository of structured organic reaction records. Reactants: COC=1C=C(C=C(C1)C1=CN(C=2N=CN=C(C21)N[C@@H](C)C2=NN1C(C(N2C2=CC=CC=C2)=O)=C(C=C1)C)COCC[Si](C)(C)C)NS(=O)(=O)N(C)C (N′-[3-Methoxy-5-(4-{[(1S)-1-(5-methyl-4-oxo-3-phenyl-3,4-dihydropyrrolo[2,1-f][1,2,4]triazin-2-yl)ethyl]amino}-7-{[2-(trimethylsilyl)ethoxy]methyl}-7H-pyrrolo[2,3-d]pyrimidin-5-yl)phenyl]-N,N-dimethylsulfamide), FC(C(=O)O)(F)F (trifluoroacetic acid), N (ammonia). Product: COC=1C=C(C=C(C1)C1=CNC=2N=CN=C(C21)N[C@@H](C)C2=NN1C(C(N2C2=CC=CC=C2)=O)=C(C=C1)C)NS(=O)(=O)N(C)C (N′-[3-Methoxy-5-(4-{[(1S)-1-(5-methyl-4-oxo-3-phenyl-3,4-dihydropyrrolo[2,1-f][1,2,4]triazin-2-yl)ethyl]amino}-7H-pyrrolo[2,3-d]pyrimidin-5-yl)phenyl]-N,N-dimethylsulfamide). Yield: 93.0%. Reaction SMILES: [CH3:1][O:2][C:3]1[CH:4]=[C:5]([NH:46][S:47]([N:50]([CH3:52])[CH3:51])(=[O:49])=[O:48])[CH:6]=[C:7]([C:9]2[C:17]3[C:16]([NH:18][C@H:19]([C:21]4[N:26]([C:27]5[CH:32]=[CH:31][CH:30]=[CH:29][CH:28]=5)[C:25](=[O:33])[C:24]5=[C:34]([CH3:37])[CH:35]=[CH:36][N:23]5[N:22]=4)[CH3:20])=[N:15][CH:14]=[N:13][C:12]=3[N:11](COCC[Si](C)(C)C)[CH:10]=2)[CH:8]=1.FC(F)(F)C(O)=O.N>>[CH3:1][O:2][C:3]1[CH:4]=[C:5]([NH:46][S:47]([N:50]([CH3:52])[CH3:51])(=[O:48])=[O:49])[CH:6]=[C:7]([C:9]2[C:17]3[C:16]([NH:18][C@H:19]([C:21]4[N:26]([C:27]5[CH:28]=[CH:29][CH:30]=[CH:31][CH:32]=5)[C:25](=[O:33])[C:24]5=[C:34]([CH3:37])[CH:35]=[CH:36][N:23]5[N:22]=4)[CH3:20])=[N:15][CH:14]=[N:13][C:12]=3[NH:11][CH:10]=2)[CH:8]=1. Procedure: N′-[3-Methoxy-5-(4-{[(1S)-1-(5-methyl-4-oxo-3-phenyl-3,4-dihydropyrrolo[2,1-f][1,2,4]triazin-2-yl)ethyl]amino}-7-{[2-(trimethylsilyl)ethoxy]methyl}-7H-pyrrolo[2,3-d]pyrimidin-5-yl)phenyl]-N,N-dimethylsulfamide (30 mg, 0.03 mmol, 85% purity) was treated with trifluoroacetic acid (600 μl, 7.79 mmol) and a solution of ammonia (7N in methanol, 600 μl, 4.20 mmol) according to the method described in Example 27. The residue was purified using SP1® Purification System (0% to 15% dichloromethane-2-propa... The reactants are C(C)(=O)OCC (ethyl acetate), C(C)OC(C(CC1=CC(=C(C(=C1)CNC(=O)OC(C)(C)C)OC)Br)OC(C)C)=O (3(3-bromo-5-[(t-butoxycarbonyl)amino]methyl-4-methoxyphenyl)-2-isopropoxypropionic acid ethyl ester), [C-]#N.[Na+] (sodium cyanide), tetrakistriphenylphosphine palladium. Reagents/catalysts: [Cu](I)I (copper iodide). Solvent: C(CC)#N (propionitrile). Yields the product C(C)OC(C(CC1=CC(=C(C(=C1)CNC(=O)OC(C)(C)C)OC)C#N)OC(C)C)=O (3-(3-cyano-5-[(t-butoxycarbonyl)amino]methyl-4-methoxyphenyl)-2-isopropoxypropionic acid ethyl ester). Yield: 75.5%. As a reaction SMILES: [CH2:1]([O:3][C:4](=[O:29])[CH:5]([O:25][CH:26]([CH3:28])[CH3:27])[CH2:6][C:7]1[CH:12]=[C:11]([CH2:13][NH:14][C:15]([O:17][C:18]([CH3:21])([CH3:20])[CH3:19])=[O:16])[C:10]([O:22][CH3:23])=[C:9](Br)[CH:8]=1)[CH3:2].[C-:30]#[N:31].[Na+].C(OCC)(=O)C>C(#N)CC.[Cu](I)I>[CH2:1]([O:3][C:4](=[O:29])[CH:5]([O:25][CH:26]([CH3:28])[CH3:27])[CH2:6][C:7]1[CH:12]=[C:11]([CH2:13][NH:14][C:15]([O:17][C:18]([CH3:21])([CH3:20])[CH3:19])=[O:16])[C:10]([O:22][CH3:23])=[C:9]([C:30]#[N:31])[CH:8]=1)[CH3:2] |f:1.2|. Procedure details: 876 mg of 3(3-bromo-5-[(t-butoxycarbonyl)amino]methyl-4-methoxyphenyl)-2-isopropoxypropionic acid ethyl ester was dissolved in 5 ml of propionitrile. 182 mg of sodium cyanide, 214 mg of tetrakistriphenylphosphine palladium and 70 mg of copper iodide were added, followed by heating under reflux overnight in nitrogen atmosphere. The reaction mixture was cooled down to room temperature, and ethyl acetate was added thereto. The solution was filtered through Celite, and the filtrate was evaporated. T...